This data is from the Open Reaction Database (ORD), a public repository of structured organic reaction records. The task is: describe an organic reaction: reactants, conditions, products, and yield Reactants: CCOC(=O)c1cn2c3c(c(-c4ccc(S(=O)(=O)Cl)cc4)c(F)cc3c1=O)OCC2C, N, C1CCOC1. Product: CCOC(=O)c1cn2c3c(c(-c4ccc(S(N)(=O)=O)cc4)c(F)cc3c1=O)OCC2C. Reaction SMILES: [F:1][c:2]1[c:3](-[c:22]2[cH:23][cH:24][c:25]([S:28](=[O:29])(=[O:30])[Cl:31])[cH:26][cH:27]2)[c:4]2[c:5]3[n:6]([cH:11][c:12]([C:17](=[O:18])[O:19][CH2:20][CH3:21])[c:13](=[O:16])[c:14]3[cH:15]1)[CH:7]([CH3:10])[CH2:8][O:9]2.[NH3:32].[O:33]1[CH2:34][CH2:35][CH2:36][CH2:37]1>>[F:1][c:2]1[c:3](-[c:22]2[cH:23][cH:24][c:25]([S:28](=[O:29])(=[O:30])[NH2:32])[cH:26][cH:27]2)[c:4]2[c:5]3[n:6]([cH:11][c:12]([C:17](=[O:18])[O:19][CH2:20][CH3:21])[c:13](=[O:16])[c:14]3[cH:15]1)[CH:7]([CH3:10])[CH2:8][O:9]2. The reactants are Cl.N1(CCNCCC1)C=1C=C(C=CC1OC)NS(=O)(=O)C1=C(C=CC=C1)OC(F)F (N-(3-[1,4]Diazepan-1-yl-4-methoxy-phenyl)-2-difluoromethoxy-benzenesulfonamide hydrochloride), C=O (formaldehyde). Solvent: C(C)#N (acetonitrile), [BH4-].[Na+] (sodium borohydride). Product: Cl.FC(OC1=C(C=CC=C1)S(=O)(=O)NC1=CC(=C(C=C1)OC)N1CCN(CCC1)C)F (2-Difluoromethoxy-N-[4-methoxy-3-(4-methyl-[1,4]diazepan-1-yl)-phenyl]-benzenesulfonamide hydrochloride). RXN SMILES: [ClH:1].[N:2]1([C:9]2[CH:10]=[C:11]([NH:17][S:18]([C:21]3[CH:26]=[CH:25][CH:24]=[CH:23][C:22]=3[O:27][CH:28]([F:30])[F:29])(=[O:20])=[O:19])[CH:12]=[CH:13][C:14]=2[O:15][CH3:16])[CH2:8][CH2:7][CH2:6][NH:5][CH2:4][CH2:3]1.[CH2:31]=O>[BH4-].[Na+].C(#N)C>[ClH:1].[F:29][CH:28]([F:30])[O:27][C:22]1[CH:23]=[CH:24][CH:25]=[CH:26][C:21]=1[S:18]([NH:17][C:11]1[CH:12]=[CH:13][C:14]([O:15][CH3:16])=[C:9]([N:2]2[CH2:8][CH2:7][CH2:6][N:5]([CH3:31])[CH2:4][CH2:3]2)[CH:10]=1)(=[O:20])=[O:19] |f:0.1,3.4,6.7|. Reported procedure: The title compound was prepared from the title compound of Example 3 under reductive amination conditions employing an aqueous solution of formaldehyde and sodium borohydride in acetonitrile as solvent. Starting materials: BrCC1=C(C=CC=C1)OC(F)(F)F (1-(bromomethyl)-2-(trifluoromethoxy)benzene), O1CCOC12CCC(CC2)C2=CC=C(C=N2)C2=NNC(=C2)O (3-(6-(1,4-dioxaspiro[4,5]decan-8-yl)pyridin-3-yl)-1H-pyrazol-5-ol), C([O-])([O-])=O.[K+].[K+] (potassium carbonate). Run in CC(=O)C (acetone). Conditions: temperature 50 celsius. The product is O1CCOC12CCC(CC2)C2=NC=C(C=C2)C2=NNC(=C2)OCC2=C(C=CC=C2)OC(F)(F)F (2-(1,4-dioxaspiro[4,5]decan-8-yl)-5-(5-(2-(trifluoromethoxy)benzyloxy)-1H-pyrazol-3-yl)pyridine). RXN SMILES: Br[CH2:2][C:3]1[CH:8]=[CH:7][CH:6]=[CH:5][C:4]=1[O:9][C:10]([F:13])([F:12])[F:11].[O:14]1[C:18]2([CH2:23][CH2:22][CH:21]([C:24]3[N:29]=[CH:28][C:27]([C:30]4[CH:34]=[C:33]([OH:35])[NH:32][N:31]=4)=[CH:26][CH:25]=3)[CH2:20][CH2:19]2)[O:17][CH2:16][CH2:15]1.C(=O)([O-])[O-].[K+].[K+]>CC(C)=O>[O:14]1[C:18]2([CH2:19][CH2:20][CH:21]([C:24]3[CH:25]=[CH:26][C:27]([C:30]4[CH:34]=[C:33]([O:35][CH2:2][C:3]5[CH:8]=[CH:7][CH:6]=[CH:5][C:4]=5[O:9][C:10]([F:13])([F:12])[F:11])[NH:32][N:31]=4)=[CH:28][N:29]=3)[CH2:22][CH2:23]2)[O:17][CH2:16][CH2:15]1 |f:2.3.4|. Procedure details: 1-(bromomethyl)-2-(trifluoromethoxy)benzene (0.4 g, 1.57 mmol) was added dropwise to a stirred solution of Example 93D (0.43 g, 1.42 mmol) and potassium carbonate (0.16 g, 1.13 mmol) in refluxing dry acetone (7 mL). The resulting solution was heated (50° C.) for another 1 hour before the solvent was evaporated and the residue was partitioned using brine and ethyl acetate. The organic phase was dried (magnesium sulfate), filtered, and concentrated. The residue was purified by silica gel chromatog... The reactants are C1OCC12CN(C2)CC2=CC(=C(C=C2)O)Cl (4-(2-Oxa-6-azaspiro[3.3]heptan-6-ylmethyl)-2-chlorophenol), CC1=CC=C(C=C1)S(=O)(=O)OC1CN(C1)C(=O)C=1OC(=NN1)C1=CC=CC=C1 (1-(5-Phenyl-1,3,4-oxadiazole-2-carbonyl)azetidin-3-yl 4-methylbenzenesulfonate). Yields the product C1OCC12CN(C2)CC2=CC(=C(OC1CN(C1)C(=O)C=1OC(=NN1)C1=CC=CC=C1)C=C2)Cl ((3-(4-(2-Oxa-6-azaspiro[3.3]heptan-6-ylmethyl)-2-chlorophenoxy)azetidin-1-yl)(5-phenyl-1,3,4-oxadiazol-2-yl)methanone). Isolated yield 51.6%. Reaction SMILES: [CH2:1]1[C:4]2([CH2:7][N:6]([CH2:8][C:9]3[CH:14]=[CH:13][C:12]([OH:15])=[C:11]([Cl:16])[CH:10]=3)[CH2:5]2)[CH2:3][O:2]1.CC1C=CC(S(O[CH:28]2[CH2:31][N:30]([C:32]([C:34]3[O:35][C:36]([C:39]4[CH:44]=[CH:43][CH:42]=[CH:41][CH:40]=4)=[N:37][N:38]=3)=[O:33])[CH2:29]2)(=O)=O)=CC=1>>[CH2:3]1[C:4]2([CH2:5][N:6]([CH2:8][C:9]3[CH:14]=[CH:13][C:12]([O:15][CH:28]4[CH2:29][N:30]([C:32]([C:34]5[O:35][C:36]([C:39]6[CH:44]=[CH:43][CH:42]=[CH:41][CH:40]=6)=[N:37][N:38]=5)=[O:33])[CH2:31]4)=[C:11]([Cl:16])[CH:10]=3)[CH2:7]2)[CH2:1][O:2]1. Procedure details: Using a similar protocol as described in Example 2 but employing 8A (130 mg, 0.54 mmol) and 8B (220 mg, 0.55 mmol) as starting materials afforded 130 mg (51%) of 8 as a gum. 1H NMR (500 MHz, CD3OD): δ 3.38 (s, 4H), 3.48 (s, 2H), 4.25 (dd, 1H), 4.6-4.8 (m, 6H), 5.15 (m, 2H), 6.78 (d, 1H), 7.15 (d, 1H), 7.32 (s, 1H), 7.56 (t, 2H), 7.61 (t, 1H), 8.09 (d, 2H), MS (APCI+) m/z 467 [M+H]+, LC purity: 91%. The reactants are CC(=O)O, CCc1nc2c(cnn2CC)c(NC2CCOCC2)c1CNC(=O)CC(=O)NCc1cccc(-c2cccc(C=O)c2)c1, CS(C)=O, CC(C)(C)OC(=O)N1CC2CC1CN2, ClCCl, O=C(O)C(F)(F)F. The product is CCc1nc2c(cnn2CC)c(NC2CCOCC2)c1CNC(=O)CC(=O)NCc1cccc(-c2cccc(CN3CC4CC3CN4)c2)c1. RXN SMILES: [C:58]([OH:59])(=[O:60])[CH3:61].[CH2:1]([CH3:2])[n:3]1[n:4][cH:5][c:6]2[c:7]1[n:8][c:9]([CH2:42][CH3:43])[c:10]([CH2:19][NH:20][C:21]([CH2:22][C:23](=[O:24])[NH:25][CH2:26][c:27]1[cH:28][c:29](-[c:33]3[cH:34][c:35]([CH:39]=[O:40])[cH:36][cH:37][cH:38]3)[cH:30][cH:31][cH:32]1)=[O:41])[c:11]2[NH:12][CH:13]1[CH2:14][CH2:15][O:16][CH2:17][CH2:18]1.[CH3:69][S:70](=[O:71])[CH3:72].[CH:44]12[N:45]([C:51]([O:52][C:53]([CH3:54])([CH3:55])[CH3:56])=[O:57])[CH2:46][CH:47]([NH:48][CH2:49]1)[CH2:50]2.[Cl:73][CH2:74][Cl:75].[F:62][C:63]([F:64])([F:65])[C:66]([OH:67])=[O:68]>>[CH2:1]([CH3:2])[n:3]1[n:4][cH:5][c:6]2[c:7]1[n:8][c:9]([CH2:42][CH3:43])[c:10]([CH2:19][NH:20][C:21]([CH2:22][C:23](=[O:24])[NH:25][CH2:26][c:27]1[cH:28][c:29](-[c:33]3[cH:34][c:35]([CH2:39][N:45]4[CH:44]5[CH2:49][NH:48][CH:47]([CH2:46]4)[CH2:50]5)[cH:36][cH:37][cH:38]3)[cH:30][cH:31][cH:32]1)=[O:41])[c:11]2[NH:12][CH:13]1[CH2:14][CH2:15][O:16][CH2:17][CH2:18]1.